This data is from the Open Reaction Database (ORD), a public repository of structured organic reaction records. The task is: describe an organic reaction: reactants, conditions, products, and yield The reactants are BrB(Br)Br, COc1ccc2c(Oc3ccc(OCCN4CCCCC4)cc3)c(-c3ccc(S(C)(=O)=O)c(S(C)(=O)=O)c3)ccc2c1, CO, CCOC(C)=O, CCOCC, Cl. Yields the product CS(=O)(=O)c1ccc(-c2ccc3cc(O)ccc3c2Oc2ccc(OCCN3CCCCC3)cc2)cc1S(C)(=O)=O, Cl. Reaction SMILES: [B:44]([Br:45])([Br:46])[Br:47].[CH3:1][S:2](=[O:3])(=[O:4])[c:5]1[cH:6][c:7](-[c:15]2[c:16]([O:27][c:28]3[cH:29][cH:30][c:31]([O:32][CH2:33][CH2:34][N:35]4[CH2:36][CH2:37][CH2:38][CH2:39][CH2:40]4)[cH:41][cH:42]3)[c:17]3[cH:18][cH:19][c:20]([O:25][CH3:26])[cH:21][c:22]3[cH:23][cH:24]2)[cH:8][cH:9][c:10]1[S:11](=[O:12])(=[O:13])[CH3:14].[CH3:48][OH:49].[CH3:50][CH2:51][O:52][C:53](=[O:54])[CH3:55].[CH3:56][CH2:57][O:58][CH2:59][CH3:60].[ClH:43]>>[CH3:1][S:2](=[O:3])(=[O:4])[c:5]1[cH:6][c:7](-[c:15]2[c:16]([O:27][c:28]3[cH:29][cH:30][c:31]([O:32][CH2:33][CH2:34][N:35]4[CH2:36][CH2:37][CH2:38][CH2:39][CH2:40]4)[cH:41][cH:42]3)[c:17]3[cH:18][cH:19][c:20]([OH:25])[cH:21][c:22]3[cH:23][cH:24]2)[cH:8][cH:9][c:10]1[S:11](=[O:12])(=[O:13])[CH3:14].[ClH:43]. Starting materials: O=[N+]([O-])c1ccc(Br)cc1, c1ccc(CN2CCNCC2)cc1, ClCCl, O. Product: O=[N+]([O-])c1ccc(N2CCN(Cc3ccccc3)CC2)cc1. Reaction SMILES: [Br:1][c:2]1[cH:3][cH:4][c:5]([N+:8](=[O:9])[O-:10])[cH:6][cH:7]1.[CH2:11]([c:12]1[cH:13][cH:14][cH:15][cH:16][cH:17]1)[N:18]1[CH2:19][CH2:20][NH:21][CH2:22][CH2:23]1.[Cl:24][CH2:25][Cl:26].[OH2:27]>>[c:2]1([N:21]2[CH2:20][CH2:19][N:18]([CH2:11][c:12]3[cH:13][cH:14][cH:15][cH:16][cH:17]3)[CH2:23][CH2:22]2)[cH:3][cH:4][c:5]([N+:8](=[O:9])[O-:10])[cH:6][cH:7]1. Starting materials: C(C)(C)(C)OC(=O)N1CCC(CC1)N1C(NC2=C1C=CC=C2)=O (1-t-butyloxycarbonyl-4-(2-keto-1-benzimidazolinyl)-piperidine), C(C)OC(=O)Cl (ethoxycarbonylchloride), [H-].[Na+] (sodium hydride), C(C)OC(=O)Cl (ethoxycarbonylchloride). Run in O1CCCC1 (tetrahydrofuran), O1CCCC1 (tetrahydrofuran). Reaction conditions: temperature 0 celsius, time 2 hour. Yields the product C(C)(C)(C)OC(=O)N1CCC(CC1)N1C(N(C2=C1C=CC=C2)C(=O)OCC)=O (1-t-butyloxycarbonyl-4-(2-keto-3-ethoxycarbonyl-1-benzimidazolinyl)-piperidine). The yield is 88.9%. As a reaction SMILES: [H-].[Na+].[C:3]([O:7][C:8]([N:10]1[CH2:15][CH2:14][CH:13]([N:16]2[C:20]3[CH:21]=[CH:22][CH:23]=[CH:24][C:19]=3[NH:18][C:17]2=[O:25])[CH2:12][CH2:11]1)=[O:9])([CH3:6])([CH3:5])[CH3:4].[CH2:26]([O:28][C:29](Cl)=[O:30])[CH3:27]>O1CCCC1>[C:3]([O:7][C:8]([N:10]1[CH2:15][CH2:14][CH:13]([N:16]2[C:20]3[CH:21]=[CH:22][CH:23]=[CH:24][C:19]=3[N:18]([C:29]([O:28][CH2:26][CH3:27])=[O:30])[C:17]2=[O:25])[CH2:12][CH2:11]1)=[O:9])([CH3:6])([CH3:4])[CH3:5] |f:0.1|. Procedure: A suspension of 165 mg of sodium hydride in 10 ml of tetrahydrofuran is cooled at 0° C. To the suspension is added dropwise a solution of 2.2 g of 1-t-butyloxycarbonyl-4-(2-keto-1-benzimidazolinyl)-piperidine in 18 ml of tetrahydrofuran over 30 minutes in a stream of nitrogen. The mixture is stirred at room temperature for 2 hours and 760 mg of ethoxycarbonylchloride is added. The mixture is stirred at room temperature for one hour and 300 mg of ethoxycarbonylchloride is added. The mixture is st... The reactants are [N+](=O)([O-])C=1C=C(C=C)C=C(C1)[N+](=O)[O-] (3,5-Dinitrostyrene), O (water). Solvent: C(C)#N (acetonitrile). Product: [N+](=O)([O-])C=1C=C(C=C(C1)[N+](=O)[O-])CCO (3,5-Dinitro-(2-hydroxyethyl)benzene). Yield: 25.0%. RXN SMILES: [N+:1]([C:4]1[CH:5]=[C:6]([CH:9]=[C:10]([N+:12]([O-:14])=[O:13])[CH:11]=1)[CH:7]=[CH2:8])([O-:3])=[O:2].[OH2:15]>C(#N)C>[N+:1]([C:4]1[CH:5]=[C:6]([CH2:7][CH2:8][OH:15])[CH:9]=[C:10]([N+:12]([O-:14])=[O:13])[CH:11]=1)([O-:3])=[O:2]. Procedure details: 3,5-Dinitrostyrene (0.28 g, 1.43 mmol) was dissolved in acetonitrile (150 ml) and water (300 ml) was added. The mixture was poured into a photolysis apparatus and irradiated with an UV-lamp (HPK 125, Phillips) for 3 h. The organic solvent was evaporated and the aqueous phase extracted with methylene chloride (2×100 ml). The solvent was evaporated and the residue was purified by flash chromatography o n a column of silica using heptane/ethyl acetate (1/1) as eluent. Evaporation of solvent gave 76... Reactants: ClCl (chlorine), C26H27ClN6O2, CC=1C=C(C(=O)O)C=CC1C(=O)N1CCCC1 (3-methyl-4-(pyrrolidin-1-ylcarbonyl)benzoic acid), CN(C)C(=[N+](C)C)ON1C2=C(C=CC=C2)N=N1.[B-](F)(F)(F)F (TBTU), C(C)(C)N(CC)C(C)C (diisopropylethylamine), ClC1=CC2=C(NC(=N2)[C@H](CC2=CN=CN2C)N)C=C1 ((1S)-1-(5-chloro-1H-benzimidazol-2-yl)-2-(1-methyl-1H-imidazol-5-yl)ethylamine). Solvent: ClCCl.C(C)O (dichloromethane ethanol), O1CCCC1 (tetrahydrofuran). Yields the product ClC1=CC2=C(NC(=N2)[C@H](CC2=CN=CN2C)NC(C2=CC(=C(C=C2)C(=O)N2CCCC2)C)=O)C=C1 (N-[(1S)-1-(5-chloro-1H-benzimidazol-2-yl)-2-(1-methyl-1H-imidazol-5-yl)ethyl]-3-methyl-4-(pyrrolidin-1-ylcarbonyl)benzamide). Reaction SMILES: [CH3:1][C:2]1[CH:3]=[C:4]([CH:8]=[CH:9][C:10]=1[C:11]([N:13]1[CH2:17][CH2:16][CH2:15][CH2:14]1)=[O:12])[C:5]([OH:7])=O.CN(C(ON1N=NC2C=CC=CC1=2)=[N+](C)C)C.[B-](F)(F)(F)F.C(N(C(C)C)CC)(C)C.[Cl:49][C:50]1[CH:67]=[CH:66][C:53]2[NH:54][C:55]([C@@H:57]([NH2:65])[CH2:58][C:59]3[N:63]([CH3:64])[CH:62]=[N:61][CH:60]=3)=[N:56][C:52]=2[CH:51]=1.ClCl>O1CCCC1.ClCCl.C(O)C>[Cl:49][C:50]1[CH:67]=[CH:66][C:53]2[NH:54][C:55]([C@@H:57]([NH:65][C:5](=[O:7])[C:4]3[CH:8]=[CH:9][C:10]([C:11]([N:13]4[CH2:17][CH2:16][CH2:15][CH2:14]4)=[O:12])=[C:2]([CH3:1])[CH:3]=3)[CH2:58][C:59]3[N:63]([CH3:64])[CH:62]=[N:61][CH:60]=3)=[N:56][C:52]=2[CH:51]=1 |f:1.2,7.8|. Procedure: Prepared analogously to Example 1g from 3-methyl-4-(pyrrolidin-1-ylcarbonyl)benzoic acid, TBTU, diisopropylethylamine, and (1S)-1-(5-chloro-1H-benzimidazol-2-yl)-2-(1-methyl-1H-imidazol-5-yl)ethylamine in tetrahydrofuran. Yield: %; Rf value: 0.12 (silica gel: dichloromethane/ethanol=9:1); C26H27ClN6O2 (491.01); mass spectrum: (M+H)+=491/493 (chlorine isotope). The reactants are N(=O)[O-].[Na+] (sodium nitrite), N[C@H](CC(C)C)C(=O)O (D-leucine), Br (hydrobromic acid). Run in C(C)OCC (diethyl ether), O (water), O (water). Conditions: time 20 hour. Product: BrC(C(=O)O)CC(C)C (2-bromo-4-methyl-pentanoic acid). RXN SMILES: N([O-])=O.[Na+].N[C@@H:6]([C:11]([OH:13])=[O:12])[CH2:7][CH:8]([CH3:10])[CH3:9].[BrH:14]>O.C(OCC)C>[Br:14][CH:6]([CH2:7][CH:8]([CH3:10])[CH3:9])[C:11]([OH:13])=[O:12] |f:0.1|. Procedure details: A solution of sodium nitrite (31.55 g) in water (70 ml) was added dropwise to a stirred solution of D-leucine (20 g) in 47% aqueous hydrobromic acid (140 ml)/water (211 ml) at 0° C. The reaction mixture was allowed to warm to room temperature and stirred for 20 hours, then diluted with diethyl ether (600 ml). The organic layer was separated and washed with aqueous sodium metabisulphite (200 ml), dried over sodium sulphate, filtered and the solvent removed under reduced pressure to give 2-bromo-4... Starting materials: BrC1=C(C(=C(C(=C1[N+](=O)[O-])[N+](=O)[O-])[N+](=O)[O-])Br)Br (tribromotrinitrobenzene), ClC1=CC(=CC(=C1)Cl)Cl (1,3,5-trichlorobenzene), NC1=C(C(=C(C(=C1[N+](=O)[O-])[N+](=O)[O-])[N+](=O)[O-])N)N (Triaminotrinitrobenzene), [N+](=O)([O-])C1=C(C(=CC(=C1)[N+](=O)[O-])[N+](=O)[O-])C (2,4,6-trinitrotoluene), [N+](=O)([O-])C1=C(C(=C(C(=C1N)[N+](=O)[O-])[N+](=O)[O-])[N+](=O)[O-])[N+](=O)[O-] (pentanitroaniline), C1(=C(C(=C(C(=C1[N+](=O)[O-])N)[N+](=O)[O-])N)[N+](=O)[O-])N (TATB). The product is C1(=C(C(=C(C(=C1[N+](=O)[O-])N)[N+](=O)[O-])N)[N+](=O)[O-])N (TATB), ClC1=C(C(=C(C(=C1[N+](=O)[O-])Cl)[N+](=O)[O-])Cl)[N+](=O)[O-] (1,3,5-trichloro-2,4,6-trinitrobenzene). Reaction SMILES: NC1C([N+:8]([O-:10])=[O:9])=C([N+]([O-])=O)C([N+]([O-])=O)=C(N)C=1N.BrC1C([N+:26]([O-:28])=[O:27])=C([N+]([O-])=O)C([N+]([O-])=O)=C(Br)C=1Br.[N+:37](C1C=C([N+]([O-])=O)C=C([N+]([O-])=O)C=1C)([O-:39])=[O:38].[N+:53]([C:56]1[C:61]([NH2:62])=[C:60]([N+:63]([O-:65])=[O:64])[C:59]([N+:66]([O-])=O)=[C:58]([N+:69]([O-:71])=[O:70])[C:57]=1[N+:72]([O-])=O)([O-:55])=[O:54].C1(N)C([N+]([O-])=O)=C(N)C([N+]([O-])=O)=C(N)C=1[N+]([O-])=O.[Cl:93][C:94]1[CH:99]=[C:98]([Cl:100])[CH:97]=[C:96]([Cl:101])[CH:95]=1>>[C:61]1([NH2:62])[C:60]([N+:63]([O-:65])=[O:64])=[C:59]([NH2:66])[C:58]([N+:69]([O-:71])=[O:70])=[C:57]([NH2:72])[C:56]=1[N+:53]([O-:55])=[O:54].[Cl:93][C:94]1[C:99]([N+:8]([O-:10])=[O:9])=[C:98]([Cl:100])[C:97]([N+:26]([O-:28])=[O:27])=[C:96]([Cl:101])[C:95]=1[N+:37]([O-:39])=[O:38]. Procedure details: Triaminotrinitrobenzene is an explosive having unusual insensitivity, stability at high temperature, and respectable performance. It is insoluble in organic solvents and has a melting point above 400° C. TATB was prepared in 1887 from tribromotrinitrobenzene. It has also been prepared on a laboratory scale from 2,4,6-trinitrotoluene through selective reduction of the 4-nitro group, nitration to pentanitroaniline, and then ammonolysis. Currently, the manufacture of TATB (1) on a large scale begin... The reactants are OC=1C=C(C=O)C=CC1 (3-hydroxybenzaldehyde), C(=O)([O-])[O-].[Cs+].[Cs+] (Cs2CO3), Cl.ClCCN1CCCC1 (1-(2-chloroethyl)pyrrolidine hydrochloride). Solvent: CS(=O)C (DMSO). Conditions: temperature 90 celsius. The product is N1(CCCC1)CCOC=1C=C(C=O)C=CC1 (3-(2-pyrrolidin-1-yl-ethoxy)benzaldehyde). As a reaction SMILES: [OH:1][C:2]1[CH:3]=[C:4]([CH:7]=[CH:8][CH:9]=1)[CH:5]=[O:6].C([O-])([O-])=O.[Cs+].[Cs+].Cl.Cl[CH2:18][CH2:19][N:20]1[CH2:24][CH2:23][CH2:22][CH2:21]1>CS(C)=O>[N:20]1([CH2:19][CH2:18][O:1][C:2]2[CH:3]=[C:4]([CH:7]=[CH:8][CH:9]=2)[CH:5]=[O:6])[CH2:24][CH2:23][CH2:22][CH2:21]1 |f:1.2.3,4.5|. Procedure: To a stirred solution of 3-hydroxybenzaldehyde (20 mmol) in DMSO (50 mL) at rt, solid Cs2CO3 (60 mmol) was added. 1-(2-chloroethyl)pyrrolidine hydrochloride (30 mmol) was added to the reaction mixture and heated to 90° C. for 9 h. After cooling to rt, the reaction was quenched by cold H2O (50 mL), and the resulting mixture was extracted with EtOAc (3×100 mL). The combined EtOAc extracts were washed with brine (3×50 mL) and dried (anhydrous Na2SO4). The solvent was removed in vacuo to afford crud... Starting materials: ClC=1C=NC=C(C1NC=1NC2=C(N1)C=C(C1=C2CC(O1)(C)C)C(=O)OC)Cl (methyl 2-[(3,5-dichloropyridin-4-yl)amino]-7,7-dimethyl-7,8-dihydro-1H-furo[3,2-e]benzimidazole-5-carboxylate), FC1=C(N)C=C(C(=C1)F)F (2,4,5-trifluoroaniline), C[Al](C)C (trimethyl aluminium). Run in C1(=CC=CC=C1)C (toluene). Product: ClC=1C=NC=C(C1NC1=NC2=C(N1)C=1CC(OC1C(=C2)C(=O)NC2=C(C=C(C(=C2)F)F)F)(C)C)Cl (2-((3,5-Dichloropyridin-4-yl)amino)-7,7-dimethyl-N-(2,4,5-trifluorophenyl)-7,8-dihydro-1H-benzofuro[4,5-d]imidazole-5-carboxamide). Isolated yield 65.7%. RXN SMILES: [Cl:1][C:2]1[CH:3]=[N:4][CH:5]=[C:6]([Cl:27])[C:7]=1[NH:8][C:9]1[NH:10][C:11]2[C:17]3[CH2:18][C:19]([CH3:22])([CH3:21])[O:20][C:16]=3[C:15]([C:23]([O:25]C)=O)=[CH:14][C:12]=2[N:13]=1.[F:28][C:29]1[CH:35]=[C:34]([F:36])[C:33]([F:37])=[CH:32][C:30]=1[NH2:31].C[Al](C)C>C1(C)C=CC=CC=1>[Cl:1][C:2]1[CH:3]=[N:4][CH:5]=[C:6]([Cl:27])[C:7]=1[NH:8][C:9]1[NH:10][C:11]2[C:17]3[CH2:18][C:19]([CH3:21])([CH3:22])[O:20][C:16]=3[C:15]([C:23]([NH:31][C:30]3[CH:32]=[C:33]([F:37])[C:34]([F:36])=[CH:35][C:29]=3[F:28])=[O:25])=[CH:14][C:12]=2[N:13]=1. Procedure: The title compound was prepared following the procedure described for Example-137 by using methyl 2-[(3,5-dichloropyridin-4-yl)amino]-7,7-dimethyl-7,8-dihydro-1H-furo[3,2-e]benzimidazole-5-carboxylate (Step-1 of Intermediate-3, 0.250 g, 0.612 mmol), 2,4,5-trifluoroaniline (0.132 g, 0.9025 mmol), trimethyl aluminium (2M solution in toluene) (0.5 mL), dry toluene (10.0 mL) at room temperature to afford 0.210 g of the desired product. 1HNMR (DMSO-d6): δ 1.55 (s, 6H), 3.09 (s, 2H), 7.28 (s, 1H), 7.7... The reactants are Cl (hydrochloric acid), ClC1=C(NC2=NC(=NC(=C2[N+](=O)[O-])OC)Cl)C=C(C(=C1)OC)OCC1=C(C(=CC=C1OC)F)F (2-chloro-N-(2-chloro-6-methoxy-5-nitropyrimidin-4-yl)-5-(2,3-difluoro-6-methoxybenzyloxy)-4-methoxyaniline), C(CO)(=O)OCC (ethyl glycolate), [H-].[Na+] (sodium hydride). Run in CN1C(CCC1)=O (1-methyl-2-pyrrolidone). Run at temperature 80 celsius, time 8 hour. The product is ClC1=C(C=C(C(=C1)OC)OCC1=C(C(=CC=C1OC)F)F)NC1=NC(=NC(=C1[N+](=O)[O-])OC)OCC(=O)OCC (ethyl 2-{4-[2-chloro-5-(2,3-difluoro-6-methoxybenzyloxy)-4-methoxyphenylamino]-6-methoxy-5-nitropyrimidin-2-yloxy}acetate). The yield is 15.0%. Reaction SMILES: [Cl:1][C:2]1[CH:20]=[C:19]([O:21][CH3:22])[C:18]([O:23][CH2:24][C:25]2[C:30]([O:31][CH3:32])=[CH:29][CH:28]=[C:27]([F:33])[C:26]=2[F:34])=[CH:17][C:3]=1[NH:4][C:5]1[C:10]([N+:11]([O-:13])=[O:12])=[C:9]([O:14][CH3:15])[N:8]=[C:7](Cl)[N:6]=1.[C:35]([O:39][CH2:40][CH3:41])(=[O:38])[CH2:36][OH:37].[H-].[Na+].Cl>CN1CCCC1=O>[Cl:1][C:2]1[CH:20]=[C:19]([O:21][CH3:22])[C:18]([O:23][CH2:24][C:25]2[C:30]([O:31][CH3:32])=[CH:29][CH:28]=[C:27]([F:33])[C:26]=2[F:34])=[CH:17][C:3]=1[NH:4][C:5]1[C:10]([N+:11]([O-:13])=[O:12])=[C:9]([O:14][CH3:15])[N:8]=[C:7]([O:37][CH2:36][C:35]([O:39][CH2:40][CH3:41])=[O:38])[N:6]=1 |f:2.3|. Reported procedure: To a solution of 2-chloro-N-(2-chloro-6-methoxy-5-nitropyrimidin-4-yl)-5-(2,3-difluoro-6-methoxybenzyloxy)-4-methoxyaniline (0.13 g) and ethyl glycolate (38 mg) in 1-methyl-2-pyrrolidone (2 mL) was added sodium hydride (55%, 21 mg) under ice-cooling, and the mixture was stirred at 80° C. overnight. The reaction mixture was poured into 1 mol/L hydrochloric acid, and the resulting mixture was extracted with ethyl acetate. The extract was washed with water and brine, and dried over anhydrous sodium...